Dataset: the Open Reaction Database (ORD), a public repository of structured organic reaction records. Task: describe an organic reaction: reactants, conditions, products, and yield The reactants are CC(C)C=1N=C(SC1)NC(=O)C(=O)OCC (Ethyl 4-(2-propyl)thiazol-2-ylcarbamoylcarboxylate), O (water), C([O-])([O-])=O.[K+].[K+] (potassium carbonate). Run in C(C)(=O)O (acetic acid). The product is CC(C)C=1N=C(SC1)NC(=O)C(=O)O (4-(2-propyl)thiazol-2-ylcarbamoylcarboxylic acid). Reaction SMILES: [CH3:1][CH:2]([C:4]1[N:5]=[C:6]([NH:9][C:10]([C:12]([O:14]CC)=[O:13])=[O:11])[S:7][CH:8]=1)[CH3:3].O.C(=O)([O-])[O-].[K+].[K+]>C(O)(=O)C>[CH3:3][CH:2]([C:4]1[N:5]=[C:6]([NH:9][C:10]([C:12]([OH:14])=[O:13])=[O:11])[S:7][CH:8]=1)[CH3:1] |f:2.3.4|. Procedure: Ethyl 4-(2-propyl)thiazol-2-ylcarbamoylcarboxylate was combined with 50 ml. of water and 6.2 ml. of 1 N potassium carbonate. The mixture was clarified, cooled, acidified with acetic acid and product extracted into 150 ml. of ethyl acetate in three portions. The combined extracts were dried over anhydrous sodium sulfate, filtered and evaporated to an oil, which partially crystallized on standing. The gummy solid was recrystallized from isopropyl alcohol, affording 4-(2-propyl)thiazol-2-ylcarbamoy... The reactants are NC(C(=O)O)CCCCC (2-aminoheptanoic acid), CO (methanol), S(=O)(Cl)Cl (thionyl chloride). Conditions: temperature 60 celsius, time 8 hour. Yields the product Cl.NC(C(=O)OC)CCCCC (methyl 2-aminoheptanoate hydrochloride). RXN SMILES: [NH2:1][CH:2]([CH2:6][CH2:7][CH2:8][CH2:9][CH3:10])[C:3]([OH:5])=[O:4].S(Cl)([Cl:13])=O.[CH3:15]O>>[ClH:13].[NH2:1][CH:2]([CH2:6][CH2:7][CH2:8][CH2:9][CH3:10])[C:3]([O:5][CH3:15])=[O:4] |f:3.4|. Procedure details: To a suspension of 2.18 g of 2-aminoheptanoic acid in 50 ml of methanol was dropwise added 2.19 g of thionyl chloride (manufactured by WAKO PURE CHEMICAL INDUSTRIES LTD.), and the mixture was stirred overnight at 60° C. Methanol and thionyl chloride were removed by evaporation and the residue was washed with 20 ml of ether to obtain 2.84 g of the title compound. The reactants are ClC1=C(C=CC(=C1)Cl)C1(OC1)CN1N=CN=C1 (2-(2,4-Dichlorophenyl)-2-(1H-1,2,4-triazol-1-yl-methyl)oxirane), SC1=NNC=N1 (3-mercapto-1,2,4-triazole), C([O-])([O-])=O.[K+].[K+] (potassium carbonate). Run in CN(C=O)C (N,N-dimethylformamide). The product is ClC1=C(C=CC(=C1)Cl)C(CN1N=CN=C1)(CSC1=NNC=N1)O (1-[2-(2,4-Dichlorophenyl)-2-hydroxy-3-(1,2,4-triazol-3-ylthio)-propyl]-1,2,4-triazole). As a reaction SMILES: [Cl:1][C:2]1[CH:7]=[C:6]([Cl:8])[CH:5]=[CH:4][C:3]=1[C:9]1([CH2:12][N:13]2[CH:17]=[N:16][CH:15]=[N:14]2)[CH2:11][O:10]1.[SH:18][C:19]1[N:23]=[CH:22][NH:21][N:20]=1.C(=O)([O-])[O-].[K+].[K+]>CN(C)C=O>[Cl:1][C:2]1[CH:7]=[C:6]([Cl:8])[CH:5]=[CH:4][C:3]=1[C:9]([OH:10])([CH2:11][S:18][C:19]1[N:23]=[CH:22][NH:21][N:20]=1)[CH2:12][N:13]1[CH:17]=[N:16][CH:15]=[N:14]1 |f:2.3.4|. Reported procedure: 2-(2,4-Dichlorophenyl)-2-(1H-1,2,4-triazol-1-yl-methyl)oxirane methanesulphonte salt (5 g, 0.0137 m), 3-mercapto-1,2,4-triazole (5 g, 0.05 m), and anhydrous potassium carbonate (14 g, 0.1 m) were stirred in dry N,N-dimethylformamide (100 ml) at 80° C. for 1 hour. The solvent was then evaporated and the residue was dissolved in water and extracted with methylene chloride. The combined extracts were washed once with dilute sodium bicarbonate solution, dried (MgSO4), and evaporated to give a solid ... Starting materials: O1CCOC2=C1C=CC(=C2)CNC2CCN(CC2)CCN2C(C=C(C1=CC=CC=C21)Cl)=O (1-(2-(4-((2,3-dihydro-1,4-benzodioxin-6-ylmethyl)amino)piperidin-1-yl)ethyl)-4-chloroquinolin-2(1H)-one), Cl.C(C)(=O)OCC (hydrogen chloride ethyl acetate). The solvent is C(C)(=O)OCC (ethyl acetate). Reaction conditions: time 10 minute. The product is Cl.O1CCOC2=C1C=CC(=C2)CNC2CCN(CC2)CCN2C(C=C(C1=CC=CC=C21)Cl)=O (1-(2-(4-((2,3-dihydro-1,4-benzodioxin-6-ylmethyl)amino)piperidin-1-yl)ethyl)-4-chloroquinolin-2(1H)-one hydrochloride). The yield is 128.0%. Reaction SMILES: [O:1]1[C:6]2[CH:7]=[CH:8][C:9]([CH2:11][NH:12][CH:13]3[CH2:18][CH2:17][N:16]([CH2:19][CH2:20][N:21]4[C:30]5[C:25](=[CH:26][CH:27]=[CH:28][CH:29]=5)[C:24]([Cl:31])=[CH:23][C:22]4=[O:32])[CH2:15][CH2:14]3)=[CH:10][C:5]=2[O:4][CH2:3][CH2:2]1.Cl.C(OCC)(=O)C>C(OCC)(=O)C>[ClH:31].[O:1]1[C:6]2[CH:7]=[CH:8][C:9]([CH2:11][NH:12][CH:13]3[CH2:18][CH2:17][N:16]([CH2:19][CH2:20][N:21]4[C:30]5[C:25](=[CH:26][CH:27]=[CH:28][CH:29]=5)[C:24]([Cl:31])=[CH:23][C:22]4=[O:32])[CH2:15][CH2:14]3)=[CH:10][C:5]=2[O:4][CH2:3][CH2:2]1 |f:1.2,4.5|. Procedure: To 2 mL of an ethyl acetate solution containing 68 mg of 1-(2-(4-((2,3-dihydro-1,4-benzodioxin-6-ylmethyl)amino)piperidin-1-yl)ethyl)-4-chloroquinolin-2(1H)-one, 0.2 mL of 4 mol/L hydrogen chloride/ethyl acetate was added, and stirred at room temperature for 10 min. The resulting solid was filtered to give 47 mg of 1-(2-(4-((2,3-dihydro-1,4-benzodioxin-6-ylmethyl)amino)piperidin-1-yl)ethyl)-4-chloroquinolin-2(1H)-one hydrochloride as a yellow solid. Reactants: ClS(=O)(=O)N=C=O (chlorosulfonyl isocyanate), O (H2O), ice, C(=O)(O)[O-].[Na+] (NaHCO3), [O-]S(=O)[O-].[Na+].[Na+] (Na2SO3), C1(=CC=CC=C1)C (toluene). Run at temperature 0 celsius, time 1 hour. The product is C(C)C1(C(NC1OC(C(C)CC)=O)=O)CC (3,3-diethyl-4-(2-ethylpropionyloxy)-azetidin-2-one). RXN SMILES: ClS([N:5]=[C:6]=[O:7])(=O)=O.O.[C:9]([O-:12])(O)=[O:10].[Na+].[O-]S([O-])=O.[Na+].[Na+].[C:20]1([CH3:26])[CH:25]=[CH:24]C=[CH:22][CH:21]=1>>[CH2:25]([C:20]1([CH2:21][CH3:22])[CH:26]([O:12][C:9](=[O:10])[CH:20]([CH2:21][CH3:22])[CH3:25])[NH:5][C:6]1=[O:7])[CH3:24] |f:2.3,4.5.6|. Reported procedure: The material prepared above in Example 24, Method B, Step A (3.3 kg) was cooled to 5° C. under a N2 blanket and chlorosulfonyl isocyanate (2.1 L) was added with stirring over 1 hr. The mixture was then stirred at 8° C. for 45 hr and then cooled to 0° C., diluted with toluene (5 L), and then added to a mixture of H2O (60 L), ice (20 L), NaHCO3 (13 kg) and Na2SO3 (7.5 kg). This mixture was stirred at 20° C. for 13 hr before being filtered through Celite. The pad was washed with EtOAc (7 L) and the...